From a dataset of the Open Reaction Database (ORD), a public repository of structured organic reaction records. describe an organic reaction: reactants, conditions, products, and yield Starting materials: C(C)(=O)OC1(CC2(CCC2)OC2=C(C(=CC(=C12)C)C)C)NOC (4-(methoxyamino)-5,7,8-trimethyl-3,4-dihydrospiro[chromene-2,1′-cyclobutan]-4-yl acetate), [OH-].[Li+] (lithium hydroxide), C(C)(=O)OCC (Ethyl acetate). The solvent is CO (methanol). Run at time 2 hour. Yields the product CONC1CC2(CCC2)OC2=C(C(=C(C(=C12)C)O)C)C (4-(methoxyamino)-5,7,8-trimethyl-3,4-dihydrospiro[chromene-2,1′-cyclobutan]-6-ol). Reaction SMILES: C(O[C:5]1([NH:21][O:22][CH3:23])[C:17]2[C:12](=[C:13]([CH3:20])[C:14]([CH3:19])=[CH:15][C:16]=2[CH3:18])[O:11][C:7]2([CH2:10][CH2:9][CH2:8]2)[CH2:6]1)(=O)C.[OH-].[Li+].C(OCC)(=[O:28])C>CO>[CH3:23][O:22][NH:21][CH:5]1[C:17]2[C:12](=[C:13]([CH3:20])[C:14]([CH3:19])=[C:15]([OH:28])[C:16]=2[CH3:18])[O:11][C:7]2([CH2:8][CH2:9][CH2:10]2)[CH2:6]1 |f:1.2|. Procedure details: To a solution of (4-(methoxyamino)-5,7,8-trimethyl-3,4-dihydrospiro[chromene-2,1′-cyclobutan]-4-yl acetate) (80 mg) in methanol (8 mL) was added lithium hydroxide (4%) water solution under nitrogen. The solution was stirred at room temperature for 2 hours. Ethyl acetate was added. The organic layer was washed with ammonium hydrochloride water solution, water and brine. The solution was evaporated and chromatographed (silica gel, hexane-ethyl acetate 2% to 8%) to give 70 mg of 4-(methoxyamino)-5,... The reactants are [OH-].[K+] (KOH), OS(=O)(=O)O (H2SO4), C(C1=CC=CC=C1)OC=1C=CC(=C(C=O)C1)OC (5-(Benzyloxy)-2-methoxybenzaldehyde), OO (H2O2). Run in O (water), CO (MeOH). Conditions: temperature 65 celsius, time 1 hour. Product: C(C1=CC=CC=C1)OC=1C=CC(=C(C(=O)O)C1)OC (5-(Benzyloxy)-2-methoxybenzoic Acid). Isolated yield 97.0%. Reaction SMILES: [CH2:1]([O:8][C:9]1[CH:10]=[CH:11][C:12]([O:17][CH3:18])=[C:13]([CH:16]=1)[CH:14]=[O:15])[C:2]1[CH:7]=[CH:6][CH:5]=[CH:4][CH:3]=1.[OH-].[K+].OO.[OH:23]S(O)(=O)=O>CO.O>[CH2:1]([O:8][C:9]1[CH:10]=[CH:11][C:12]([O:17][CH3:18])=[C:13]([CH:16]=1)[C:14]([OH:23])=[O:15])[C:2]1[CH:3]=[CH:4][CH:5]=[CH:6][CH:7]=1 |f:1.2|. Reported procedure: To a stirred suspension of 5-(benzyloxy)-2-methoxybenzaldehyde (7, 1.12 g. 4.6 mmol) in MeOH (8 mL) at room temperature was added a solution of KOH (1.04 g, 18.5 mmol) in water (1.4 mL). The mixture was heated to 65° C. and H2O2 (35 wt %; 4.0 mL, 46 mmol) was added dropwise over 105 min. The reaction mixture was stirred at 65° C. for 1 h. Then it was cooled to room temperature and acidified to pH 2 with 6N H2SO4. The precipitate was collected, washed with water and dried in vacuo to afford the t... The reactants are C1(=CC=CC=C1)C1=C(C(=O)NC2=CC=C(C=C2)C(=O)N2CCCC(C3=C2C=CC=C3)=O)C=CC=C1 (2-phenyl-4'-[(5-oxo-2,3,4,5-tetrahydro1H-1-benzazepin-1-yl)carbonyl]benzanilide), Cl.CN(C)CCNC(=S)N (dimethylaminoethylthiourea hydrochloride). Solvent: C(C)O (ethyl alcohol). Product: CN(CCNC=1SC=2CCN(C3=C(C2N1)C=CC=C3)C(=O)C3=CC=C(NC(C1=C(C=CC=C1)C1=CC=CC=C1)=O)C=C3)C (4'-[(2-dimethylaminoethylamino-5,6-dihydro-4H-thiazolo[5,4-d][1]benzazepin-6-yl)carbonyl]-2-phenylbenzanilide). The yield is 58.8%. RXN SMILES: [C:1]1([C:7]2[CH:35]=[CH:34][CH:33]=[CH:32][C:8]=2[C:9]([NH:11][C:12]2[CH:17]=[CH:16][C:15]([C:18]([N:20]3[C:26]4[CH:27]=[CH:28][CH:29]=[CH:30][C:25]=4[C:24](=O)[CH2:23][CH2:22][CH2:21]3)=[O:19])=[CH:14][CH:13]=2)=[O:10])[CH:6]=[CH:5][CH:4]=[CH:3][CH:2]=1.Cl.[CH3:37][N:38]([CH2:40][CH2:41][NH:42][C:43]([NH2:45])=[S:44])[CH3:39]>C(O)C>[CH3:37][N:38]([CH3:39])[CH2:40][CH2:41][NH:42][C:43]1[S:44][C:23]2[CH2:22][CH2:21][N:20]([C:18]([C:15]3[CH:16]=[CH:17][C:12]([NH:11][C:9](=[O:10])[C:8]4[CH:32]=[CH:33][CH:34]=[CH:35][C:7]=4[C:1]4[CH:6]=[CH:5][CH:4]=[CH:3][CH:2]=4)=[CH:13][CH:14]=3)=[O:19])[C:26]3[CH:27]=[CH:28][CH:29]=[CH:30][C:25]=3[C:24]=2[N:45]=1 |f:1.2|. Procedure: Using 400 mg of 2-phenyl-4'-[(5-oxo-2,3,4,5-tetrahydro1H-1-benzazepin-1-yl)carbonyl]benzanilide and 300 mg of dimethylaminoethylthiourea hydrochloride and using ethyl alcohol as the reaction solvent, the procedure of Example 5 was repeated and the resulting residue was recrystallized from ethyl acetate-diethyl ether to obtain 300 mg of 4'-[(2-dimethylaminoethylamino-5,6-dihydro-4H-thiazolo[5,4-d][1]benzazepin-6-yl)carbonyl]-2-phenylbenzanilide.2 HCl. Procedure: Caesium carbonate (574 mg, 1.76 mmol) was finely ground in a nitrogen-filled glovebox and weighed into an oven-dried Schlenk flask. The flask was quickly capped with a rubber septum and purged with argon. Pd2(dba)3 (2.88 mg, 3.15 μmol) and BINAP (5.88 mg, 9.44 μmol) were added into the flask, followed by benzyl 2-(benzyloxy)-5-bromobenzoate (may be prepared as described in Description 4; 500 mg, 1.26 mmol), 1-methylpiperazine (126 mg, 1.26 mmol), and toluene (10 ml). The solution was refluxed fo... The reagents and catalysts are C=1C=CC(=CC1)/C=C/C(=O)/C=C/C2=CC=CC=C2.C=1C=CC(=CC1)/C=C/C(=O)/C=C/C2=CC=CC=C2.C=1C=CC(=CC1)/C=C/C(=O)/C=C/C2=CC=CC=C2.[Pd].[Pd] (Pd2(dba)3). The product is CN1CCN(CC1)C=1C=CC(=C(C(=O)OCC2=CC=CC=C2)C1)OCC1=CC=CC=C1 (Phenylmethyl 5-(4-methyl-1-piperazinyl)-2-[(phenylmethyl)oxy]benzoate). Run in C1(=CC=CC=C1)C (toluene), CCOCC (ether). As a reaction SMILES: C(=O)([O-])[O-].[Cs+].[Cs+].C1C=CC(P(C2C(C3C(P(C4C=CC=CC=4)C4C=CC=CC=4)=CC=C4C=3C=CC=C4)=C3C(C=CC=C3)=CC=2)C2C=CC=CC=2)=CC=1.[CH2:53]([O:60][C:61]1[CH:76]=[CH:75][C:74](Br)=[CH:73][C:62]=1[C:63]([O:65][CH2:66][C:67]1[CH:72]=[CH:71][CH:70]=[CH:69][CH:68]=1)=[O:64])[C:54]1[CH:59]=[CH:58][CH:57]=[CH:56][CH:55]=1.[CH3:78][N:79]1[CH2:84][CH2:83][NH:82][CH2:81][CH2:80]1>CCOCC.C1C=CC(/C=C/C(/C=C/C2C=CC=CC=2)=O)=CC=1.C1C=CC(/C=C/C(/C=C/C2C=CC=CC=2)=O)=CC=1.C1C=CC(/C=C/C(/C=C/C2C=CC=CC=2)=O)=CC=1.[Pd].[Pd].C1(C)C=CC=CC=1>[CH3:78][N:79]1[CH2:84][CH2:83][N:82]([C:74]2[CH:75]=[CH:76][C:61]([O:60][CH2:53][C:54]3[CH:59]=[CH:58][CH:57]=[CH:56][CH:55]=3)=[C:62]([CH:73]=2)[C:63]([O:65][CH2:66][C:67]2[CH:72]=[CH:71][CH:70]=[CH:69][CH:68]=2)=[O:64])[CH2:81][CH2:80]1 |f:0.1.2,7.8.9.10.11|. Starting materials: C([O-])([O-])=O.[Cs+].[Cs+] (Caesium carbonate), CN1CCNCC1 (1-methylpiperazine), C(C1=CC=CC=C1)OC1=C(C(=O)OCC2=CC=CC=C2)C=C(C=C1)Br (benzyl 2-(benzyloxy)-5-bromobenzoate), C=1C=CC(=CC1)P(C=2C=CC=CC2)C3=CC=C4C=CC=CC4=C3C5=C6C=CC=CC6=CC=C5P(C=7C=CC=CC7)C=8C=CC=CC8 (BINAP). The reactants are ClC1=C(C(=CC=C1)F)C1C(C1)N=C=O (2-(2-chloro-6-fluorophenyl)cyclopropylisocyanate), NC1=NC=C(C=C1)Cl (2-amino-5-chloropyridine). Product: ClC1=C(C(=CC=C1)F)[C@@H]1[C@@H](C1)NC(=O)NC1=NC=C(C=C1)Cl (N-(cis-2-(2-chloro-6-fluorophenyl)-cyclopropyl)-N'-(5-chloropyrid-2-yl)-urea). Reaction SMILES: [Cl:1][C:2]1[CH:7]=[CH:6][CH:5]=[C:4]([F:8])[C:3]=1[CH:9]1[CH2:11][CH:10]1[N:12]=[C:13]=[O:14].[NH2:15][C:16]1[CH:21]=[CH:20][C:19]([Cl:22])=[CH:18][N:17]=1>>[Cl:1][C:2]1[CH:7]=[CH:6][CH:5]=[C:4]([F:8])[C:3]=1[C@H:9]1[CH2:11][C@H:10]1[NH:12][C:13]([NH:15][C:16]1[CH:21]=[CH:20][C:19]([Cl:22])=[CH:18][N:17]=1)=[O:14]. Procedure details: 2-(2-chloro-6-fluorophenyl)cyclopropylisocyanate prepared as described above was condensed with 2-amino-5-chloropyridine according to the method used in Example 7 to provide N-(cis-2-(2-chloro-6-fluorophenyl)-cyclopropyl)-N'-(5-chloropyrid-2-yl)-urea: 1H-NMR (250 MHz, CDCl3): 1.3-1.4 (m, 1H), 1.5-1.6 (m, 1H), 2.0-2.1 (m, 1H), 3.3-3.4 (m, 1H), 6.7-6.8 (m, 1H), 6.9-7.0 (m, 1H), 7.15-7.30 (m, 2H), 7.4-7.5 (m, 1H), 7.7 (m, 1H), 8.8 (s, 1H), 9.1 (s, 1H). The reactants are C(CC)P1(OP(OP(O1)(=O)CCC)(=O)CCC)=O (T3P), CC(OCC)=O (EA), C(C)OC=1C=C(C=NC1OCC1=CC=C(C=C1)OC)C1=CC(=C(C=C1)CC(=O)O)F (2-(4-(5-ethoxy-6-((4-methoxybenzyl)oxy)pyridin-3-yl)-2-fluorophenyl)acetic acid), FC(C(C)(C)C1=NNC(=C1)N)(F)F (3-(1,1,1-trifluoro-2-methylpropan-2-yl)-1H-pyrazol-5-amine). Run in C(Cl)Cl (DCM), N1=CC=CC=C1 (pyridine), O (H2O). Conditions: time 2 hour. Yields the product C(C)OC=1C=C(C=NC1OCC1=CC=C(C=C1)OC)C1=CC(=C(C=C1)CC(=O)NC1=CC(=NN1)C(C(F)(F)F)(C)C)F (2-(4-(5-ethoxy-6-((4-methoxybenzyl)oxy)pyridin-3-yl)-2-fluorophenyl)-N-(3-(1,1,1-trifluoro-2-methylpropan-2-yl)-1H-pyrazol-5-yl)acetamide). Isolated yield 42.0%. Reaction SMILES: [CH2:1]([O:3][C:4]1[CH:5]=[C:6]([C:20]2[CH:25]=[CH:24][C:23]([CH2:26][C:27]([OH:29])=O)=[C:22]([F:30])[CH:21]=2)[CH:7]=[N:8][C:9]=1[O:10][CH2:11][C:12]1[CH:17]=[CH:16][C:15]([O:18][CH3:19])=[CH:14][CH:13]=1)[CH3:2].[F:31][C:32]([F:43])([F:42])[C:33]([C:36]1[CH:40]=[C:39]([NH2:41])[NH:38][N:37]=1)([CH3:35])[CH3:34].C(P1(=O)OP(CCC)(=O)OP(CCC)(=O)O1)CC.CC(=O)OCC>N1C=CC=CC=1.O.C(Cl)Cl>[CH2:1]([O:3][C:4]1[CH:5]=[C:6]([C:20]2[CH:25]=[CH:24][C:23]([CH2:26][C:27]([NH:41][C:39]3[NH:38][N:37]=[C:36]([C:33]([CH3:35])([CH3:34])[C:32]([F:43])([F:42])[F:31])[CH:40]=3)=[O:29])=[C:22]([F:30])[CH:21]=2)[CH:7]=[N:8][C:9]=1[O:10][CH2:11][C:12]1[CH:13]=[CH:14][C:15]([O:18][CH3:19])=[CH:16][CH:17]=1)[CH3:2]. Procedure: To a mixture of 2-(4-(5-ethoxy-6-((4-methoxybenzyl)oxy)pyridin-3-yl)-2-fluorophenyl)acetic acid (100 mg, 0.243 mmol) and 3-(1,1,1-trifluoro-2-methylpropan-2-yl)-1H-pyrazol-5-amine (51.6 mg, 0.267 mmol) in pyridine (3 mL) was added T3P® (EA solvate) (0.3 mL, 0.243 mmol) at 25° C. Then the mixture was stirred for 2 h, the mixture was concentrated to give a residue which was distributed between DCM (20 mL) and H2O (10 mL) and extracted with DCM (20 mL×2). The combined organic extracts were washed w... The reactants are S(O)(O)(=O)=O (sulfuric acid), C(C1=CC=CC=C1)N1C([C@H](CC1=O)O)=O ((S)-1-benzyl-3-hydroxy-2,5-pyrrolidine dione), B.[Na] (sodium boron hydride), Cl (hydrochloric acid). Run in CO (MeOH), COCCOC (DME), COCCOC (DME), C1(=CC=CC=C1)C (toluene), O (water). Reaction conditions: time 2 hour. Product: C(C1=CC=CC=C1)N1C[C@H](CC1)O ((S)-1-benzyl-3-hydroxypyrrolidine). Isolated yield 97.9%. Reaction SMILES: S(=O)(=O)(O)O.[CH2:6]([N:13]1[C:17](=O)[CH2:16][C@H:15]([OH:19])[C:14]1=O)[C:7]1[CH:12]=[CH:11][CH:10]=[CH:9][CH:8]=1.B.[Na].Cl>COCCOC.C1(C)C=CC=CC=1.O.CO>[CH2:6]([N:13]1[CH2:17][CH2:16][C@H:15]([OH:19])[CH2:14]1)[C:7]1[CH:8]=[CH:9][CH:10]=[CH:11][CH:12]=1 |f:2.3,^1:21|. Procedure details: A solution of 13.4 ml (0.25 mole) sulfuric acid in 40 ml DME was added dropwise to a suspension of 25.6 g (0.125 mole) (S)-1-benzyl-3-hydroxy-2,5-pyrrolidine dione (IIa) and 19 g (0.5 mole) sodium boron hydride in 150 ml DME within 1.5 h at 35° C. The mixture was subsequently agitated 2 h at 70° C. After cooling off, 40 ml MeOH were added and the batch was evaporated to dryness. The residue was taken up in 120 ml water and agitated overnight at room temperature with 30 ml conc. hydrochloric acid...